From a dataset of the Open Reaction Database (ORD), a public repository of structured organic reaction records. describe an organic reaction: reactants, conditions, products, and yield Starting materials: O=S1(NC2N(C3=C1C=C(C=C3)O)CCC2)=O (5,5-Dioxo-2,3,3a,4-tetrahydro-1H-pyrrolo[2,1-c][1,2,4]benzothiadiazin-7-ol), C(C(C)(C)C)(=O)OCCl (chloromethyl pivalate), C1CCC2C(C1)OCCOCCOC3CCCCC3OCCOCCO2 (dicyclohexyl-18-crown-6). Solvent: C(C)#N (acetonitrile). The product is C(C(C)(C)C)(=O)OC1=CC2=C(N3C(NS2(=O)=O)CCC3)C=C1 (5,5-Dioxo-2,3,3a,4-tetrahydro-1H-pyrrolo[2,1-c][1,2,4]benzothiadiazin-7-yl pivalate). Reaction SMILES: [O:1]=[S:2]1(=[O:16])[C:7]2[CH:8]=[C:9]([OH:12])[CH:10]=[CH:11][C:6]=2[N:5]2[CH2:13][CH2:14][CH2:15][CH:4]2[NH:3]1.[C:17](OCCl)(=[O:22])[C:18]([CH3:21])([CH3:20])[CH3:19].C1CC2OCCOCCOC3C(OCCOCCOC2CC1)CCCC3>C(#N)C>[C:17]([O:12][C:9]1[CH:10]=[CH:11][C:6]2[N:5]3[CH2:13][CH2:14][CH2:15][CH:4]3[NH:3][S:2](=[O:1])(=[O:16])[C:7]=2[CH:8]=1)(=[O:22])[C:18]([CH3:21])([CH3:20])[CH3:19]. Reported procedure: 1.66 mmol of the compound of Example 1 in 40 ml of acetonitrile are stirred overnight at room temperature in the presence of 3.33 mmol of chloromethyl pivalate and a catalytic amount of dicyclohexyl-18-crown-6. The suspension is filtered and the filtrate is evaporated to dryness. The residue is taken up in dichloromethane and the organic phase is washed with a 1N hydrochloric acid solution and then with an aqueous saturated sodium chloride solution. After drying and evaporation, the resulting oi... Starting materials: O=C([O-])[O-], ClCCl, [K+], [K+], CC(C)N(CCN1CCCc2ccc(N)cc21)C(C)C, O=C(Cl)c1ccc(-c2ccccc2)cc1, c1ccncc1. Yields the product CC(C)N(CCN1CCCc2ccc(NC(=O)c3ccc(-c4ccccc4)cc3)cc21)C(C)C. As a reaction SMILES: [C:42](=[O:43])([O-:44])[O-:45].[Cl:48][CH2:49][Cl:50].[K+:46].[K+:47].[NH2:1][c:2]1[cH:3][cH:4][c:5]2[c:10]([cH:11]1)[N:9]([CH2:12][CH2:13][N:14]([CH:15]([CH3:16])[CH3:17])[CH:18]([CH3:19])[CH3:20])[CH2:8][CH2:7][CH2:6]2.[c:21]1(-[c:30]2[cH:31][cH:32][cH:33][cH:34][cH:35]2)[cH:22][cH:23][c:24]([C:27](=[O:28])[Cl:29])[cH:25][cH:26]1.[cH:36]1[cH:37][cH:38][n:39][cH:40][cH:41]1>>[NH:1]([c:2]1[cH:3][cH:4][c:5]2[c:10]([cH:11]1)[N:9]([CH2:12][CH2:13][N:14]([CH:15]([CH3:16])[CH3:17])[CH:18]([CH3:19])[CH3:20])[CH2:8][CH2:7][CH2:6]2)[C:27]([c:24]1[cH:23][cH:22][c:21](-[c:30]2[cH:31][cH:32][cH:33][cH:34][cH:35]2)[cH:26][cH:25]1)=[O:28]. Reactants: FC1=C(C=CC=C1)C1=NC=C(C(=C1)C)[N+](=O)[O-] (2-(2-fluoro-phenyl)-4-methyl-5-nitro-pyridine), COC(N(C)C)OC (N,N-dimethylformamide dimethyl acetal). Run in CN(C)C=O (DMF). Reaction conditions: temperature 115 celsius, time 1 hour. Yields the product FC1=C(C=CC=C1)C1=NC=C(C(=C1)C=CN(C)C)[N+](=O)[O-] ({2-[2-(2-fluoro-phenyl)-5-nitro-pyridin-4-yl]-vinyl}-dimethyl-amine). RXN SMILES: [F:1][C:2]1[CH:7]=[CH:6][CH:5]=[CH:4][C:3]=1[C:8]1[CH:13]=[C:12]([CH3:14])[C:11]([N+:15]([O-:17])=[O:16])=[CH:10][N:9]=1.CO[CH:20](OC)[N:21]([CH3:23])[CH3:22]>CN(C=O)C>[F:1][C:2]1[CH:7]=[CH:6][CH:5]=[CH:4][C:3]=1[C:8]1[CH:13]=[C:12]([CH:14]=[CH:20][N:21]([CH3:23])[CH3:22])[C:11]([N+:15]([O-:17])=[O:16])=[CH:10][N:9]=1. Reported procedure: A mixture of 2-(2-fluoro-phenyl)-4-methyl-5-nitro-pyridine (5.4 g, 23 mmol) in DMF (30 mL) was treated with N,N-dimethylformamide dimethyl acetal (3.6 g, 30 mmol), and the mixture was stirred at 115° C. for 1 h, cooled, and concentrated in vacuo to yield crude {2-[2-(2-fluoro-phenyl)-5-nitro-pyridin-4-yl]-vinyl}-dimethyl-amine as a brown solid. The solid was dissolved in THF (100 mL), and water (100 mL), and then sodium periodate (14.06 g, 66 mmol) was added. The suspension was stirred at room t... Procedure: To a solution of ethyl 4-oxo-1,4-dihydrocinnoline-3-carboxylate (2.0 g), potassium iodide (1.5 g) and potassium carbonate (2.5 g) in DMF (50 mL) was added 1-(chloromethyl)-4-methoxybenzene (1.4 mL), and the mixture was stirred at 70° C. for 14 hr. The reaction mixture was diluted with water and ethyl acetate, and the organic layer was separated, washed with saturated brine, dried over anhydrous sodium sulfate, and concentrated. The obtained residue was dissolved in ethanol-THF (1:1, 30 mL), 1 N ... Yields the product COC1=CC=C(CN2N=C(C(C3=CC=CC=C23)=O)C(=O)O)C=C1 (1-(4-methoxybenzyl)-4-oxo-1,4-dihydrocinnoline-3-carboxylic acid). Run in CN(C)C=O (DMF), O (water), C(C)(=O)OCC (ethyl acetate). Starting materials: O=C1C(=NNC2=CC=CC=C12)C(=O)OCC (ethyl 4-oxo-1,4-dihydrocinnoline-3-carboxylate), [I-].[K+] (potassium iodide), C([O-])([O-])=O.[K+].[K+] (potassium carbonate), ClCC1=CC=C(C=C1)OC (1-(chloromethyl)-4-methoxybenzene). Reaction conditions: temperature 70 celsius, time 14 hour. As a reaction SMILES: [O:1]=[C:2]1[C:11]2[C:6](=[CH:7][CH:8]=[CH:9][CH:10]=2)[NH:5][N:4]=[C:3]1[C:12]([O:14]CC)=[O:13].[I-].[K+].C(=O)([O-])[O-].[K+].[K+].Cl[CH2:26][C:27]1[CH:32]=[CH:31][C:30]([O:33][CH3:34])=[CH:29][CH:28]=1>CN(C=O)C.O.C(OCC)(=O)C>[CH3:34][O:33][C:30]1[CH:31]=[CH:32][C:27]([CH2:26][N:5]2[C:6]3[C:11](=[CH:10][CH:9]=[CH:8][CH:7]=3)[C:2](=[O:1])[C:3]([C:12]([OH:14])=[O:13])=[N:4]2)=[CH:28][CH:29]=1 |f:1.2,3.4.5|.